From a dataset of the Open Reaction Database (ORD), a public repository of structured organic reaction records. describe an organic reaction: reactants, conditions, products, and yield Starting materials: C(C)(=O)OCC (ethyl acetate), methyl (B)-6-(4-carboxy-1,3-dihydro-6-methoxy-7methyl-3-oxoisobenzofuran-5-yl)-4-methyl -4-hexenoate, Formula 6, 4-isocyanate, Formula 5, N(=C=O)C1=C2C(OCC2=C(C(=C1C/C=C(/CCC(=O)OC)\C)OC)C)=O (methyl E-6-(1,3-dihydro-4-isocyanato-6-methoxy-7-methyl-3-oxoisobenzofuran-5-yl)-4-methyl-4-hexenoate), O (water), O.[OH-].[Li+] (lithium hydroxide monohydrate). Run in C(C)(=O)O (acetic acid), O1CCOCC1 (1,4-dioxane). Reaction conditions: time 2 hour. Yields the product NC1=C2C(OCC2=C(C(=C1C/C=C(/CCC(=O)O)\C)OC)C)=O ((E)-6-(4-amino-1,3-dihydro-6-methoxy-7-methyl-3-oxoisobenzofuran-5-yl)-4-methyl-4-hexenoic acid). Reaction SMILES: [N:1]([C:4]1[C:12]([CH2:13]/[CH:14]=[C:15](\[CH3:22])/[CH2:16][CH2:17][C:18]([O:20]C)=[O:19])=[C:11]([O:23][CH3:24])[C:10]([CH3:25])=[C:9]2[C:5]=1[C:6](=[O:26])[O:7][CH2:8]2)=C=O.O.O.[OH-].[Li+].C(OCC)(=O)C>O1CCOCC1.C(O)(=O)C>[NH2:1][C:4]1[C:12]([CH2:13]/[CH:14]=[C:15](\[CH3:22])/[CH2:16][CH2:17][C:18]([OH:20])=[O:19])=[C:11]([O:23][CH3:24])[C:10]([CH3:25])=[C:9]2[C:5]=1[C:6](=[O:26])[O:7][CH2:8]2 |f:2.3.4|. Procedure: 9.0 g (5.5 mmol) of methyl (B)-6-(4-carboxy-1,3-dihydro-6-methoxy-7methyl-3-oxoisobenzofuran-5-yl)-4-methyl -4-hexenoate, a compound of Formula 5, was converted to crude methyl E-6-(1,3-dihydro-4-isocyanato-6-methoxy-7-methyl-3-oxoisobenzofuran-5-yl)-4-methyl-4-hexenoate, a compound of Formula 6, as described in Preparation 6 above without purification. The resulting 4-isocyanate was redissolved in 50 ml of 1,4-dioxane and treated with 16 ml of water and 2.0 g (47.7 mmol) of lithium hydroxide mo...